Dataset: the Open Reaction Database (ORD), a public repository of structured organic reaction records. Task: describe an organic reaction: reactants, conditions, products, and yield Starting materials: [N+](=O)(O)[O-] (nitric acid), FC1=CC2=C(C(=NO2)C)C=C1 (6-fluoro-3-methyl-1,2-benzisoxazole), [N+](=O)(O)[O-] (nitric acid). Run in S(O)(O)(=O)=O (sulfuric acid). Conditions: time 1 hour. The product is FC1=CC2=C(C(=NO2)C)C=C1[N+](=O)[O-] (6-Fluoro-3-methyl-5-nitro-1,2-benzisoxazole). As a reaction SMILES: [F:1][C:2]1[CH:11]=[CH:10][C:5]2[C:6]([CH3:9])=[N:7][O:8][C:4]=2[CH:3]=1.[N+:12]([O-])([OH:14])=[O:13]>S(=O)(=O)(O)O>[F:1][C:2]1[C:11]([N+:12]([O-:14])=[O:13])=[CH:10][C:5]2[C:6]([CH3:9])=[N:7][O:8][C:4]=2[CH:3]=1. Procedure details: A mixture of 6-fluoro-3-methyl-1,2-benzisoxazole (23.5 g, 0.156 mol) in concentrated sulfuric acid is cooled with an ice-bath, treated dropwise with 90% nitric acid (8.50 mL) while maintaining the reaction mixture temperature below 15° C., stirred for one hour at ice-bath temperature, treated with additional 90% nitric acid (5.80 mL), warmed to and stirred at room temperature overnight, and poured onto ice. The resultant aqueous mixture is filtered to obtain a solid. The solid is air-dried and d... Run in CO (methanol). Starting materials: C[C@]12CC[C@H]3[C@H]([C@@H]1CCC2=O)CC=C4[C@@]3(CC[C@@H](C4)O)C (dehydroepiandrosterone), C1(CC1)N (cyclopropylamine). Reported procedure: To a solution of 21 g of dehydroepiandrosterone in a mixture of 175 ml of cyclopropylamine and 150 ml of methanol was added 5 g of molecular sieves The reaction mixture was refluxed for 48 hours, cooled to room temperature, and filtered through magnesium sulfate. The magnesium sulfate was washed with ethyl acetate and the solvent was removed from the combined filtrates under reduced pressure to give 17-(cyclopropylimino)androst-5-en-3β-ol melting at about 187° C. Yields the product C1(CC1)N=C1[C@]2(C)[C@@H](CC1)[C@@H]1CC=C3C[C@H](CC[C@]3(C)[C@H]1CC2)O (17-(cyclopropylimino)androst-5-en-3β-ol). Reaction SMILES: [CH3:1][C@@:2]12[C:10](=O)[CH2:9][CH2:8][C@H:7]1[C@@H:6]1[CH2:12][CH:13]=[C:14]3[CH2:19][C@@H:18]([OH:20])[CH2:17][CH2:16][C@:15]3([CH3:21])[C@H:5]1[CH2:4][CH2:3]2.[CH:22]1([NH2:25])[CH2:24][CH2:23]1>CO>[CH:22]1([N:25]=[C:10]2[CH2:9][CH2:8][C@H:7]3[C@H:6]4[C@H:5]([CH2:4][CH2:3][C@:2]23[CH3:1])[C@:15]2([CH3:21])[C:14]([CH2:19][C@@H:18]([OH:20])[CH2:17][CH2:16]2)=[CH:13][CH2:12]4)[CH2:24][CH2:23]1. Isolated yield 61.7%. Run at time 1 hour. Starting materials: BrC=1C=C(C=CC1)C1(N=C(C2=CC=CC=C12)N)C (1-(3-bromophenyl)-1-methyl-1H-isoindol-3-amine), Cl (hydrochloric acid), ClC=1C=C(C=C(C1)Cl)B(O)O ((3,5-dichlorophenyl)boronic acid), Cl (hydrochloride). The product is Cl.ClC=1C=C(C=C(C1)Cl)C1=CC(=CC=C1)C1(N=C(C2=CC=CC=C12)N)C (1-(3′,5′-Dichlorobiphenyl-3-yl)-1-methyl-1H-isoindol-3-amine hydrochloride). Solvent: ClCCl (dichloromethane). Reaction SMILES: Br[C:2]1[CH:3]=[C:4]([C:8]2([CH3:18])[C:16]3[C:11](=[CH:12][CH:13]=[CH:14][CH:15]=3)[C:10]([NH2:17])=[N:9]2)[CH:5]=[CH:6][CH:7]=1.[Cl:19][C:20]1[CH:21]=[C:22](B(O)O)[CH:23]=[C:24]([Cl:26])[CH:25]=1.Cl>ClCCl>[ClH:19].[Cl:19][C:20]1[CH:21]=[C:22]([C:2]2[CH:7]=[CH:6][CH:5]=[C:4]([C:8]3([CH3:18])[C:16]4[C:11](=[CH:12][CH:13]=[CH:14][CH:15]=4)[C:10]([NH2:17])=[N:9]3)[CH:3]=2)[CH:23]=[C:24]([Cl:26])[CH:25]=1 |f:4.5|. Reported procedure: The title compound was prepared as described for Example 78 (Scheme #14, N) starting from 1-(3-bromophenyl)-1-methyl-1H-isoindol-3-amine (Example 90) (71.4 mg, 0.237) and (3,5-dichlorophenyl)boronic acid (47.4 mg, 0.249 mmol) with the exception that the hydrochloride was made by dissolving the product in dichloromethane (1 mL) and adding hydrochloric acid (0.71 mL, 1 M in diethyl ether). The solution was stirred for 1 h and was then concentrated to afford 31.0 mg (32% yield) of the title compoun... Reactants: O=C([O-])[O-], CCC(C)=O, Cc1ccc2c(c1)C1CNCCC1N2, O=C(CCCCl)c1ccc(F)cc1, [I-], [K+], [K+], [K+]. Yields the product Cc1ccc2c(c1)C1CN(CCCC(=O)c3ccc(F)cc3)CCC1N2. Reaction SMILES: [C:28](=[O:29])([O-:30])[O-:31].[CH2:36]([C:37]([CH3:38])=[O:39])[CH3:40].[CH3:1][c:2]1[cH:3][c:4]2[c:8]([cH:9][cH:10]1)[NH:7][CH:6]1[CH:5]2[CH2:14][NH:13][CH2:12][CH2:11]1.[F:15][c:16]1[cH:17][cH:18][c:19]([C:20](=[O:21])[CH2:22][CH2:23][CH2:24][Cl:25])[cH:26][cH:27]1.[I-:35].[K+:32].[K+:33].[K+:34]>>[CH3:1][c:2]1[cH:3][c:4]2[c:8]([cH:9][cH:10]1)[NH:7][CH:6]1[CH:5]2[CH2:14][N:13]([CH2:24][CH2:23][CH2:22][C:20]([c:19]2[cH:18][cH:17][c:16]([F:15])[cH:27][cH:26]2)=[O:21])[CH2:12][CH2:11]1. Reaction SMILES: CC(C1C=CC=C(C(C)C)C=1CC([C:16]1[C:17]([CH:30]([CH3:32])[CH3:31])=[C:18]([O:25][S:26](=[O:29])(=[O:28])[NH2:27])[C:19]([CH:22]([CH3:24])[CH3:23])=[CH:20][CH:21]=1)=O)C.C(C1C=CC=C(C(C)C)[C:37]=1[CH2:45][C:46](O)=[O:47])(C)C.[CH3:49][CH:50]([C:52]1[CH:57]=[C:56]([CH:58]([CH3:60])[CH3:59])[CH:55]=[C:54]([CH:61]([CH3:63])[CH3:62])[C:53]=1C=CCC(O)=O)[CH3:51]>>[O:47]=[C:46]([C:16]1[C:17]([CH:30]([CH3:32])[CH3:31])=[C:18]([O:25][S:26](=[O:28])(=[O:29])[NH2:27])[C:19]([CH:22]([CH3:24])[CH3:23])=[CH:20][CH:21]=1)[CH:45]=[CH:37][C:53]1[C:54]([CH:61]([CH3:63])[CH3:62])=[CH:55][C:56]([CH:58]([CH3:59])[CH3:60])=[CH:57][C:52]=1[CH:50]([CH3:49])[CH3:51]. The reactants are CC(C)C1=C(C(=CC=C1)C(C)C)CC(=O)C=1C(=C(C(=CC1)C(C)C)OS(N)(=O)=O)C(C)C (Sulfamic acid[[2,6-bis(1-methylethyl)phenyl]-acetyl]-2,6-bis(1-methylethyl)phenyl ester), C(C)(C)C1=C(C(=CC=C1)C(C)C)CC(=O)O (2,6-diisopropylphenylacetic acid), CC(C)C1=C(C(=CC(=C1)C(C)C)C(C)C)C=CCC(=O)O (3-[2,4,6-tris(1-methylethyl)phenyl]-2-propenyl carboxylic acid). The product is O=C(C=CC1=C(C=C(C=C1C(C)C)C(C)C)C(C)C)C=1C(=C(C(=CC1)C(C)C)OS(N)(=O)=O)C(C)C (Sulfamic acid [1-oxo-3-[2,4,6-tris(1-methylethyl)-phenyl]-2 -propenyl]-2,6-bis(1-methylethyl)phenyl ester). Procedure details: This compound was prepared in the same manner as for the title compound of Example 1, except that 2,6-diisopropylphenylacetic acid was replaced with 3-[2,4,6-tris(1-methylethyl)phenyl]-2-propenyl carboxylic acid, mp 144°-148° C. Reactants: O=C(O)CSc1nnc(Br)n1-c1ccc(C2CC2)c2ccccc12, CCCCCCCCC=CCCCCCCCC(=O)OCC(O)CO, O=P(Cl)(Cl)Cl, c1ccncc1. Product: CCCCCCCCC=CCCCCCCCC(=O)OCC(O)COC(=O)CSc1nnc(Br)n1-c1ccc(C2CC2)c2ccccc12. As a reaction SMILES: [Br:6][c:7]1[n:8](-[c:17]2[cH:18][cH:19][c:20]([CH:27]3[CH2:28][CH2:29]3)[c:21]3[cH:22][cH:23][cH:24][cH:25][c:26]23)[c:9]([S:12][CH2:13][C:14](=[O:15])[OH:16])[n:10][n:11]1.[C:30]([CH2:31][CH2:32][CH2:33][CH2:34][CH2:35][CH2:36][CH2:37][CH:38]=[CH:39][CH2:40][CH2:41][CH2:42][CH2:43][CH2:44][CH2:45][CH2:46][CH3:47])(=[O:48])[O:49][CH2:50][CH:51]([OH:52])[CH2:53][OH:54].[P:1]([Cl:2])([Cl:3])([Cl:4])=[O:5].[cH:55]1[cH:56][cH:57][n:58][cH:59][cH:60]1>>[Br:6][c:7]1[n:8](-[c:17]2[cH:18][cH:19][c:20]([CH:27]3[CH2:28][CH2:29]3)[c:21]3[cH:22][cH:23][cH:24][cH:25][c:26]23)[c:9]([S:12][CH2:13][C:14]([O:15][CH2:53][CH:51]([CH2:50][O:49][C:30]([CH2:31][CH2:32][CH2:33][CH2:34][CH2:35][CH2:36][CH2:37][CH:38]=[CH:39][CH2:40][CH2:41][CH2:42][CH2:43][CH2:44][CH2:45][CH2:46][CH3:47])=[O:48])[OH:52])=[O:16])[n:10][n:11]1. Starting materials: CO, O=[N+]([O-])c1cc(Cl)nc(Cl)c1, [H-], [Na+], C1CCOC1. The product is COc1cc(Cl)nc(Cl)c1. As a reaction SMILES: [CH3:1][OH:2].[Cl:5][c:6]1[n:7][c:8]([Cl:15])[cH:9][c:10]([N+:12]([O-:13])=[O:14])[cH:11]1.[H-:3].[Na+:4].[O:16]1[CH2:17][CH2:18][CH2:19][CH2:20]1>>[CH3:1][O:2][c:10]1[cH:9][c:8]([Cl:15])[n:7][c:6]([Cl:5])[cH:11]1. Starting materials: [Al+3], C1CCOC1, CC1CN(Cc2cccc(-c3cc(CNC(=O)c4cccc(CC5CCNCC5)c4)ccc3F)c2)CCN1, [H-], [H-], [H-], [H-], [Li+]. The product is CC1CN(Cc2cccc(-c3cc(CNCc4cccc(CC5CCNCC5)c4)ccc3F)c2)CCN1. As a reaction SMILES: [Al+3:40].[CH2:45]1[O:46][CH2:47][CH2:48][CH2:49]1.[F:1][c:2]1[cH:3][cH:4][c:5]([CH2:22][NH:23][C:24]([c:25]2[cH:26][c:27]([CH2:31][CH:32]3[CH2:33][CH2:34][NH:35][CH2:36][CH2:37]3)[cH:28][cH:29][cH:30]2)=[O:38])[cH:6][c:7]1-[c:8]1[cH:9][c:10]([CH2:14][N:15]2[CH2:16][CH:17]([CH3:21])[NH:18][CH2:19][CH2:20]2)[cH:11][cH:12][cH:13]1.[H-:39].[H-:42].[H-:43].[H-:44].[Li+:41]>>[F:1][c:2]1[cH:3][cH:4][c:5]([CH2:22][NH:23][CH2:24][c:25]2[cH:26][c:27]([CH2:31][CH:32]3[CH2:33][CH2:34][NH:35][CH2:36][CH2:37]3)[cH:28][cH:29][cH:30]2)[cH:6][c:7]1-[c:8]1[cH:9][c:10]([CH2:14][N:15]2[CH2:16][CH:17]([CH3:21])[NH:18][CH2:19][CH2:20]2)[cH:11][cH:12][cH:13]1. Starting materials: C([O-])([O-])=O.[K+].[K+] (potassium carbonate), N1C=NC(=C1)CCCSCCCC1=CC=CC=C1 (3-Phenylpropyl 3-(1H-imidazol-4-yl)propyl sulphide), ClC1=CC=CC=C1C(=O)OO (chloroperbenzoic acid). Solvent: ClCCl (dichloromethane), ClCCl (dichloromethane). Reaction conditions: time 30 minute. Yields the product N1C=NC(=C1)CCCS(=O)CCCC1=CC=CC=C1 (3-Phenylpropyl 3-(1H-imidazol-4-yl )propyl sulphoxide). RXN SMILES: C(=O)([O-])[O-].[K+].[K+].[NH:7]1[CH:11]=[C:10]([CH2:12][CH2:13][CH2:14][S:15][CH2:16][CH2:17][CH2:18][C:19]2[CH:24]=[CH:23][CH:22]=[CH:21][CH:20]=2)[N:9]=[CH:8]1.ClC1C(C(OO)=[O:33])=CC=CC=1>ClCCl>[NH:7]1[CH:11]=[C:10]([CH2:12][CH2:13][CH2:14][S:15]([CH2:16][CH2:17][CH2:18][C:19]2[CH:24]=[CH:23][CH:22]=[CH:21][CH:20]=2)=[O:33])[N:9]=[CH:8]1 |f:0.1.2|. Procedure: 0.5 g of potassium carbonate in 40 ml of dichloromethane are added to 2 mmol of the compound obtained in Example 46 and the mixture is stirred for 30 min. 2.5 mmol of chloroperbenzoic acid in 20 ml of dichloromethane are slowly added to the suspension and the mixture is stirred for 2 h at room temperature. The suspension is filtered and purification is carried out by chromatography. The title compound is recrystallized in the hydrogenmaleate form from ethanol/diethyl ether.